This data is from the Open Reaction Database (ORD), a public repository of structured organic reaction records. The task is: describe an organic reaction: reactants, conditions, products, and yield Starting materials: CC1=CC(=C(C=C1)O)C(=O)C (2-Hydroxy-5-methylacetophenone), C(C1=CC=CC=C1)OC1=C(C=O)C=CC(=C1OC)OC (2-benzyloxy-3,4-dimethoxybenzaldehyde). Yields the product C(C1=CC=CC=C1)OC1=C(C=CC(=C1OC)OC)/C=C/C(=O)C1=C(C=CC(=C1)C)O ((E)-3-[2-(benzyloxy)-3,4-dimethoxyphenyl]-1-(2-hydroxy-5-methylphenyl)-2-propen-1-one). Yield: 72.3%. Reaction SMILES: [CH3:1][C:2]1[CH:7]=[CH:6][C:5]([OH:8])=[C:4]([C:9]([CH3:11])=[O:10])[CH:3]=1.[CH2:12]([O:19][C:20]1[C:27]([O:28][CH3:29])=[C:26]([O:30][CH3:31])[CH:25]=[CH:24][C:21]=1[CH:22]=O)[C:13]1[CH:18]=[CH:17][CH:16]=[CH:15][CH:14]=1>>[CH2:12]([O:19][C:20]1[C:27]([O:28][CH3:29])=[C:26]([O:30][CH3:31])[CH:25]=[CH:24][C:21]=1/[CH:22]=[CH:11]/[C:9]([C:4]1[CH:3]=[C:2]([CH3:1])[CH:7]=[CH:6][C:5]=1[OH:8])=[O:10])[C:13]1[CH:14]=[CH:15][CH:16]=[CH:17][CH:18]=1. Reported procedure: 2-Hydroxy-5-methylacetophenone (690 mg, 2.53 mmol) and 2-benzyloxy-3,4-dimethoxybenzaldehyde (460 mg, 3.03 mmol) was reacted according to the same procedure as Preparation 1 to give 740 mg (Yield 76%) of the title compound. Reactants: ClC1=C(C2=C(N(N=N2)CC2=NN(C3=NC=CC=C32)C(=O)OC(C)(C)C)C=C1)OC1=C(C(=CC(=C1)Cl)C#N)Cl (tert-Butyl 3-{[5-chloro-4-(2,5-dichloro-3-cyanophenoxy)-1H-1,2,3-benzotriazol-1-yl]methyl}-1H-pyrazolo[3,4-b]pyridine-1-carboxylate). Solvent: C(=O)(C(F)(F)F)O (TFA). Conditions: time 20 minute. Product: ClC1=C(C#N)C=C(C=C1OC1=C(C=CC=2N(N=NC21)CC2=NNC1=NC=CC=C12)Cl)Cl (2,5-dichloro-3-{[5-chloro-1-(1H-pyrazolo[3,4-b]pyridin-3-ylmethyl)-1H-1,2,3-benzotriazol-4-yl]oxy}benzonitrile). RXN SMILES: [Cl:1][C:2]1[CH:27]=[CH:26][C:5]2[N:6]([CH2:9][C:10]3[C:18]4[C:13](=[N:14][CH:15]=[CH:16][CH:17]=4)[N:12](C(OC(C)(C)C)=O)[N:11]=3)[N:7]=[N:8][C:4]=2[C:3]=1[O:28][C:29]1[CH:34]=[C:33]([Cl:35])[CH:32]=[C:31]([C:36]#[N:37])[C:30]=1[Cl:38]>C(O)(C(F)(F)F)=O>[Cl:38][C:30]1[C:29]([O:28][C:3]2[C:4]3[N:8]=[N:7][N:6]([CH2:9][C:10]4[C:18]5[C:13](=[N:14][CH:15]=[CH:16][CH:17]=5)[NH:12][N:11]=4)[C:5]=3[CH:26]=[CH:27][C:2]=2[Cl:1])=[CH:34][C:33]([Cl:35])=[CH:32][C:31]=1[C:36]#[N:37]. Procedure: tert-Butyl 3-{[5-chloro-4-(2,5-dichloro-3-cyanophenoxy)-1H-1,2,3-benzotriazol-1-yl]methyl}-1H-pyrazolo[3,4-b]pyridine-1-carboxylate (569 mg, 0.997 mmol) was dissolved in TFA (5 mL). After 20 minutes, the reaction mixture was concentrated under reduced pressure, and the resulting residue was purified by reverse phase chromatography eluting with 30-95% MeCN/H2O+0.1% TFA. Product fractions concentrated under reduced pressure to yield the title compound. 1H NMR (DMSO-d6) δ 8.53 (dd, J=4.4 Hz, J=1.6 ... Starting materials: Cl.COC(=O)C=1N(C2=CC(=CC=C2C(C1CN)=O)Cl)C1=CC=CC=C1 (3-aminomethyl-7-chloro-4-oxo-1-phenyl-1,4-dihydro-quinoline-2-carboxylic acid methyl ester hydrochloride), C(C1=CN=CC=C1)(=O)Cl (nicotinoyl chloride). The product is COC(=O)C=1N(C2=CC(=CC=C2C(C1CNC(=O)C=1C=NC=CC1)=O)Cl)C1=CC=CC=C1 (7-Chloro-4-oxo-1-phenyl-3-{[(pyridine-3-carbonyl)-amino]-methyl}-1,4-dihydro-quinoline-2-carboxylic acid methyl ester). As a reaction SMILES: Cl.[CH3:2][O:3][C:4]([C:6]1[N:7]([C:20]2[CH:25]=[CH:24][CH:23]=[CH:22][CH:21]=2)[C:8]2[C:13]([C:14](=[O:18])[C:15]=1[CH2:16][NH2:17])=[CH:12][CH:11]=[C:10]([Cl:19])[CH:9]=2)=[O:5].[C:26](Cl)(=[O:33])[C:27]1[CH:32]=[CH:31][CH:30]=[N:29][CH:28]=1>>[CH3:2][O:3][C:4]([C:6]1[N:7]([C:20]2[CH:25]=[CH:24][CH:23]=[CH:22][CH:21]=2)[C:8]2[C:13]([C:14](=[O:18])[C:15]=1[CH2:16][NH:17][C:26]([C:27]1[CH:28]=[N:29][CH:30]=[CH:31][CH:32]=1)=[O:33])=[CH:12][CH:11]=[C:10]([Cl:19])[CH:9]=2)=[O:5] |f:0.1|. Procedure: 7-Chloro-4-oxo-1-phenyl-3-{[(pyridine-3-carbonyl)-amino]-methyl}-1,4-dihydro-quinoline-2-carboxylic acid methyl ester was prepared starting from intermediate I and nicotinoyl chloride. MS calcd. for C24H19ClN3O4 [(M+H)+] 448.1, obsd. 447.9. Product: FC=1C=C(C=C(C1)C#N)N1C=NC=C1 (3-Fluoro-5-cyano-(1H-imidazol-1-yl)-benzene). Reagents/catalysts: [C-]#N.[Zn+2].[C-]#N (zinc cyanide), C=1C=CC(=CC1)[P](C=2C=CC=CC2)(C=3C=CC=CC3)[Pd]([P](C=4C=CC=CC4)(C=5C=CC=CC5)C=6C=CC=CC6)([P](C=7C=CC=CC7)(C=8C=CC=CC8)C=9C=CC=CC9)[P](C=1C=CC=CC1)(C=1C=CC=CC1)C=1C=CC=CC1 (tetrakis(triphenylphosphine)palladium(0)). Reactants: FC=1C=C(C=C(C1)Br)N1C=NC=C1 (3-fluoro-5-bromo-(1H-imidazol-1-yl)-benzene), CN(C)C=O (DMF), [Br-] (bromide). Reported procedure: A solution of 3-fluoro-5-bromo-(1H-imidazol-1-yl)-benzene in DMF (36 mL) was treated with zinc cyanide and tetrakis(triphenylphosphine)palladium(0). The reaction mixture was heated under an argon atmosphere for 18 h at 80° C. when GC-MS indicated complete disappearance of starting bromide and presence of product molecular ion (M+ 187). The reaction mixture was partitioned between ethyl acetate and water, filtered to remove insoluble material, and the layers obtained in the filtrate were separate... As a reaction SMILES: [F:1][C:2]1[CH:3]=[C:4]([N:9]2[CH:13]=[CH:12][N:11]=[CH:10]2)[CH:5]=[C:6](Br)[CH:7]=1.[Br-].[CH3:15][N:16](C=O)C>[C-]#N.[Zn+2].[C-]#N.C1C=CC([P]([Pd]([P](C2C=CC=CC=2)(C2C=CC=CC=2)C2C=CC=CC=2)([P](C2C=CC=CC=2)(C2C=CC=CC=2)C2C=CC=CC=2)[P](C2C=CC=CC=2)(C2C=CC=CC=2)C2C=CC=CC=2)(C2C=CC=CC=2)C2C=CC=CC=2)=CC=1>[F:1][C:2]1[CH:3]=[C:4]([N:9]2[CH:13]=[CH:12][N:11]=[CH:10]2)[CH:5]=[C:6]([C:15]#[N:16])[CH:7]=1 |f:3.4.5,^1:28,30,49,68|. Run at temperature 80 celsius. Reactants: OC1=C(C=C(C2=CC=CC=C12)NS(=O)(=O)C=1SC=CC1)SC1=NN=NN1C (N-(4-hydroxy-3-(1-methyl-1H-tetrazol-5-ylthio)naphthalen-1-yl)thiophene-2-sulfonamide), ClC=1C=C(C=CC1Cl)S(=O)(=O)/N=C/1\C=C(C(C2=CC=CC=C12)=O)SC1=NN=NN1C ((E)-3,4-dichloro-N-(3-(1-methyl-1H-tetrazol-5-ylthio)-4-oxonaphthalen-1(4H)-ylidene)benzenesulfonamide). The product is ClC=1C=C(C=CC1Cl)S(=O)(=O)NC1=CC(=C(C2=CC=CC=C12)O)SC1=NN=NN1C (3,4-dichloro-N-(4-hydroxy-3-(1-methyl-1H-tetrazol-5-ylthio)naphthalen-1-yl)benzenesulfonamide), CN1N=NN=C1SC1=C/C(/C2=CC=CC=C2C1=O)=N\S(=O)(=O)C1=CC=C(C=C1)C1=CC=CC=C1 ((E)-N-(3-(1-methyl-1H-tetrazol-5-ylthio)-4-oxonaphthalen-1(4H)-ylidene)biphenyl-4-sulfonamide). Isolated yield 99.0%. RXN SMILES: O[C:2]1[C:11]2[C:6](=CC=CC=2)[C:5](NS(C2SC=CC=2)(=O)=O)=[CH:4][C:3]=1SC1N(C)N=NN=1.[Cl:28][C:29]1[CH:30]=[C:31]([S:36](/[N:39]=[C:40]2\[CH:41]=[C:42]([S:51][C:52]3[N:56]([CH3:57])[N:55]=[N:54][N:53]=3)[C:43](=[O:50])[C:44]3[C:49]\2=[CH:48][CH:47]=[CH:46][CH:45]=3)(=[O:38])=[O:37])[CH:32]=[CH:33][C:34]=1[Cl:35]>>[Cl:28][C:29]1[CH:30]=[C:31]([S:36]([NH:39][C:40]2[C:49]3[C:44](=[CH:45][CH:46]=[CH:47][CH:48]=3)[C:43]([OH:50])=[C:42]([S:51][C:52]3[N:56]([CH3:57])[N:55]=[N:54][N:53]=3)[CH:41]=2)(=[O:38])=[O:37])[CH:32]=[CH:33][C:34]=1[Cl:35].[CH3:57][N:56]1[C:52]([S:51][C:42]2[C:43](=[O:50])[C:44]3[C:49](=[CH:48][CH:47]=[CH:46][CH:45]=3)/[C:40](=[N:39]/[S:36]([C:31]3[CH:32]=[CH:33][C:34]([C:2]4[CH:11]=[CH:6][CH:5]=[CH:4][CH:3]=4)=[CH:29][CH:30]=3)(=[O:38])=[O:37])/[CH:41]=2)=[N:53][N:54]=[N:55]1. Reported procedure: 3,4-dichloro-N-(4-hydroxy-3-(1-methyl-1H-tetrazol-5-ylthio)naphthalen-1-yl)benzenesulfonamide (14z) was prepared according to the procedure for 14d except using 13z, which afforded the title compound 39.8 mg (99.0%) as an off-white solid.